This data is from the Open Reaction Database (ORD), a public repository of structured organic reaction records. The task is: describe an organic reaction: reactants, conditions, products, and yield Reactants: COC1=C(C(=C(C=C1C)NCC1(CCC1)C(=O)OCC)C)C (ethyl 1-((4-methoxy-2,3,5-trimethylpheny-lamino)methyl)cyclobutane-carboxylate), [OH-].[K+] (KOH). Run in C(C)O (ethanol). Conditions: time 8 hour. The product is COC1=C(C(=C(C=C1C)NCC1(CCC1)C(=O)O)C)C (1-((4-methoxy-2,3,5-trimethylphenyl-amino)-methyl)cyclobutane carboxylic acid). Isolated yield 96.9%. RXN SMILES: [CH3:1][O:2][C:3]1[C:8]([CH3:9])=[CH:7][C:6]([NH:10][CH2:11][C:12]2([C:16]([O:18]CC)=[O:17])[CH2:15][CH2:14][CH2:13]2)=[C:5]([CH3:21])[C:4]=1[CH3:22].[OH-].[K+]>C(O)C>[CH3:1][O:2][C:3]1[C:8]([CH3:9])=[CH:7][C:6]([NH:10][CH2:11][C:12]2([C:16]([OH:18])=[O:17])[CH2:13][CH2:14][CH2:15]2)=[C:5]([CH3:21])[C:4]=1[CH3:22] |f:1.2|. Procedure: To a solution of ethyl 1-((4-methoxy-2,3,5-trimethylpheny-lamino)methyl)cyclobutane-carboxylate (500 mg) in ethanol (10 mL), was added a KOH solution (2.5 mL). The mixture was left overnight and the ethanol was evaporated. After addition of water, the mixture was acidified with HCl (3 M) to reach a pH of 1-2. The aqueous phase was extracted with ethylacetate and the organic phase was dried with Na2SO4 and evaporated to give 1-((4-methoxy-2,3,5-trimethylphenyl-amino)-methyl)cyclobutane carboxylic...